This data is from the Open Reaction Database (ORD), a public repository of structured organic reaction records. The task is: describe an organic reaction: reactants, conditions, products, and yield The reactants are N1(C=NC=C1)CC1=CNC2=CC=C(C=C12)OC (3-(imidazol-1-ylmethyl)-5-methoxyindole), C(C)(=O)OCC (ethyl acetate), B(Br)(Br)Br (boron tribromide), O (Water). Solvent: C(Cl)Cl (methylene chloride). Conditions: temperature 20 celsius, time 5 hour. The product is OC=1C=C2C(=CNC2=CC1)CN1C=NC=C1 (5-hydroxy-3-(imidazol-1-ylmethyl)-indole). The yield is 35.5%. RXN SMILES: [N:1]1([CH2:6][C:7]2[C:15]3[C:10](=[CH:11][CH:12]=[C:13]([O:16]C)[CH:14]=3)[NH:9][CH:8]=2)[CH:5]=[CH:4][N:3]=[CH:2]1.B(Br)(Br)Br.O.C(OCC)(=O)C>C(Cl)Cl>[OH:16][C:13]1[CH:14]=[C:15]2[C:10](=[CH:11][CH:12]=1)[NH:9][CH:8]=[C:7]2[CH2:6][N:1]1[CH:5]=[CH:4][N:3]=[CH:2]1. Reported procedure: To a well-stirred solution consisting of 3-(imidazol-1-ylmethyl)-5-methoxyindole (0.30 g.) dissolved in dry methylene chloride (30 ml.) at -70° C., there was added boron tribromide (0.38 ml.) in a dropwise manner. The resulting mixture was allowed to warm up and was then stirred at 20° C. for a period of five hours. Water (50 ml.) was then added to the spent reaction mixture, and the resulting aqueous layer was subsequently separated and washed with methylene chloride (using two-20 ml. portions)... Reactants: Polyvinylpyrrolidone, alcohol, CC(C)NCC(C=1C=CC(=CC1)NS(=O)(=O)C)O.Cl (sotalol hydrochloride). Run in O (water), O (water). The product is CC(C)NCC(C=1C=CC(=CC1)NS(=O)(=O)C)O (sotalol). As a reaction SMILES: [CH3:1][CH:2]([NH:4][CH2:5][CH:6]([OH:18])[C:7]1[CH:8]=[CH:9][C:10]([NH:13][S:14]([CH3:17])(=[O:16])=[O:15])=[CH:11][CH:12]=1)[CH3:3].Cl>O>[CH3:3][CH:2]([NH:4][CH2:5][CH:6]([OH:18])[C:7]1[CH:8]=[CH:9][C:10]([NH:13][S:14]([CH3:17])(=[O:16])=[O:15])=[CH:11][CH:12]=1)[CH3:1] |f:0.1|. Reported procedure: Polyvinylpyrrolidone (500 g) is dissolved in about 25 kg water (or a mixture of water and alcohol) and 10 kg of sotalol hydrochloride is mixed therein to provide a sotalol/binder solution. In a fluidized bed coater, 10 kg of sugar spheres (20 to 50 mesh) are suspended in warm air and spray coated with the sotalol/binder solution until the seeds are uniformly coated with a desired amount of sotalol.